The task is: describe an organic reaction: reactants, conditions, products, and yield. This data is from the Open Reaction Database (ORD), a public repository of structured organic reaction records. Reactants: CCO, CCOC(=O)c1noc(-c2ccccc2)c1C(F)(F)CC, [Na+], [OH-]. Product: CCC(F)(F)c1c(C(=O)O)noc1-c1ccccc1. Reaction SMILES: [CH3:24][CH2:25][OH:26].[F:1][C:2]([CH2:3][CH3:4])([F:5])[c:6]1[c:7]([C:17](=[O:18])[O:19][CH2:20][CH3:21])[n:8][o:9][c:10]1-[c:11]1[cH:12][cH:13][cH:14][cH:15][cH:16]1.[Na+:23].[OH-:22]>>[F:1][C:2]([CH2:3][CH3:4])([F:5])[c:6]1[c:7]([C:17](=[O:18])[OH:19])[n:8][o:9][c:10]1-[c:11]1[cH:12][cH:13][cH:14][cH:15][cH:16]1. Starting materials: N[C@@H](CC1=CC=CN=C1)C(=O)N.Cl.Cl (H-(L)-Pal-NH2.2HCl), N([C@@H](C1CCCCC1)C(=O)O)C(=O)OC(C)(C)C (Boc-(L)-Chg-OH), C1(CCCCC1)N=C=NC1CCCCC1 (dicyclohexylcarbodiimide), OC1=CC=CC=2NN=NC21 (hydroxybenzotriazole), C(C)(C)N(CC)C(C)C (diisopropylethylamine). Run in CN(C=O)C (dimethyl formamide), C(C)(=O)OCC (ethyl acetate), CN(C=O)C (dimethyl formamide). Product: N([C@@H](C1CCCCC1)C(=O)N[C@@H](CC1=CC=CN=C1)C(=O)N)C(=O)OC(C)(C)C (Boc-(L)-Chg-(L)-Pal-NH2). Isolated yield 81.2%. Reaction SMILES: [NH2:1][C@H:2]([C:10]([NH2:12])=[O:11])[CH2:3][C:4]1[CH:9]=[N:8][CH:7]=[CH:6][CH:5]=1.Cl.Cl.[NH:15]([C:26]([O:28][C:29]([CH3:32])([CH3:31])[CH3:30])=[O:27])[C@H:16]([C:23](O)=[O:24])[CH:17]1[CH2:22][CH2:21][CH2:20][CH2:19][CH2:18]1.C1(N=C=NC2CCCCC2)CCCCC1.OC1C2N=NNC=2C=CC=1.C(N(C(C)C)CC)(C)C>CN(C)C=O.C(OCC)(=O)C>[NH:15]([C:26]([O:28][C:29]([CH3:32])([CH3:31])[CH3:30])=[O:27])[C@H:16]([C:23]([NH:1][C@H:2]([C:10]([NH2:12])=[O:11])[CH2:3][C:4]1[CH:9]=[N:8][CH:7]=[CH:6][CH:5]=1)=[O:24])[CH:17]1[CH2:22][CH2:21][CH2:20][CH2:19][CH2:18]1 |f:0.1.2|. Procedure details: Stir overnight H-(L)-Pal-NH2.2HCl (432 mg, 1.82 mmol), Boc-(L)-Chg-OH (609 mg, 2.37 mmol, 1.3 equivalent), dicyclohexylcarbodiimide (494 mg, 2.4 mmol), hydroxybenzotriazole (324 mg, 2.4 mmol) and diisopropylethylamine (4 mmol) in dimethyl formamide (15 mL). Evaporate dimethyl formamide, add ethyl acetate and store the mixture at room temperature for 1 h. Filter off the diisopropylcarbodiimidecyclohexylurea formed, extract the solution by a saturated solution of sodium bicarbonate (3×), dry over ... The reactants are CC(CCCCCCCCCCCCC)=O (Pentadecanone), C(C)OCC (diethyl ether), [BH4-].[Na+] (Sodium borohydride). Run in C1(=CC=CC=C1)C (Toluene). Reaction conditions: time 2 day. Product: CC(CCCCCCCCCCCCC)O (2-Pentadecanol). Reaction SMILES: [CH3:1][C:2](=[O:16])[CH2:3][CH2:4][CH2:5][CH2:6][CH2:7][CH2:8][CH2:9][CH2:10][CH2:11][CH2:12][CH2:13][CH2:14][CH3:15].C(OCC)C.[BH4-].[Na+]>C1(C)C=CC=CC=1>[CH3:1][CH:2]([OH:16])[CH2:3][CH2:4][CH2:5][CH2:6][CH2:7][CH2:8][CH2:9][CH2:10][CH2:11][CH2:12][CH2:13][CH2:14][CH3:15] |f:2.3|. Procedure: Pentadecanone (200 g) was added a 3-litre three-necked flask under nitrogen, to which diethyl ether (1000 ml) was slowly added from a dropping funnel. Sodium borohydride (63.54 g) was then slowly added and the mixture stirred for two days at room temperature under nitrogen. Toluene was added to the reaction vessel and the contents transferred to a separating funnel. The organic layer was washed with water and the aqueous layer was collected. The aqueous layer was washed with toluene, which was c... Reactants: C1(CCCCC1)P(C1=C(C=CC=C1)C1=C(C=C(C=C1C(C)C)C(C)C)C(C)C)C1CCCCC1 (dicyclohexyl(2′,4′,6′-triisopropylbiphenyl-2-yl)phosphine), O1CCN(CC1)C1=NC=C(C=C1N)N1CCOCC1 (2,5-dimorpholinopyridin-3-amine), ClC1=C(C(=NC2=CC(=CC(=C12)F)F)C1=NC=C(C=C1)C)C (4-chloro-5,7-difluoro-3-methyl-2-(5-methylpyridin-2-yl)quinoline), CC(C)([O-])C.[Na+] (sodium t-butoxide). Reagents/catalysts: C=1C=CC(=CC1)/C=C/C(=O)/C=C/C2=CC=CC=C2.C=1C=CC(=CC1)/C=C/C(=O)/C=C/C2=CC=CC=C2.C=1C=CC(=CC1)/C=C/C(=O)/C=C/C2=CC=CC=C2.[Pd].[Pd] (Pd2dba3). The solvent is O (water), C1(=CC=CC=C1)C (toluene). Run at temperature 120 celsius, time 7 hour. The product is N1(CCOCC1)C1=NC=C(C=C1NC1=C(C(=NC2=CC(=CC(=C12)F)F)C1=NC=C(C=C1)C)C)N1CCOCC1 (N-(2,5-di(4-morpholinyl)-3-pyridinyl)-5,7-difluoro-3-methyl-2-(5-methyl-2-pyridinyl)-4-quinolinamine). RXN SMILES: C1(P(C2CCCCC2)C2C=CC=CC=2C2C(C(C)C)=CC(C(C)C)=CC=2C(C)C)CCCCC1.[O:35]1[CH2:40][CH2:39][N:38]([C:41]2[C:46]([NH2:47])=[CH:45][C:44]([N:48]3[CH2:53][CH2:52][O:51][CH2:50][CH2:49]3)=[CH:43][N:42]=2)[CH2:37][CH2:36]1.Cl[C:55]1[C:64]2[C:59](=[CH:60][C:61]([F:66])=[CH:62][C:63]=2[F:65])[N:58]=[C:57]([C:67]2[CH:72]=[CH:71][C:70]([CH3:73])=[CH:69][N:68]=2)[C:56]=1[CH3:74].CC(C)([O-])C.[Na+]>C1(C)C=CC=CC=1.O.C1C=CC(/C=C/C(/C=C/C2C=CC=CC=2)=O)=CC=1.C1C=CC(/C=C/C(/C=C/C2C=CC=CC=2)=O)=CC=1.C1C=CC(/C=C/C(/C=C/C2C=CC=CC=2)=O)=CC=1.[Pd].[Pd]>[N:38]1([C:41]2[C:46]([NH:47][C:55]3[C:64]4[C:59](=[CH:60][C:61]([F:66])=[CH:62][C:63]=4[F:65])[N:58]=[C:57]([C:67]4[CH:72]=[CH:71][C:70]([CH3:73])=[CH:69][N:68]=4)[C:56]=3[CH3:74])=[CH:45][C:44]([N:48]3[CH2:49][CH2:50][O:51][CH2:52][CH2:53]3)=[CH:43][N:42]=2)[CH2:39][CH2:40][O:35][CH2:36][CH2:37]1 |f:3.4,7.8.9.10.11|. Procedure details: To a stirred solution of dicyclohexyl(2′,4′,6′-triisopropylbiphenyl-2-yl)phosphine (0.025 g, 0.053 mmol), 2,5-dimorpholinopyridin-3-amine (0.104 g, 0.39 mmol), 4-chloro-5,7-difluoro-3-methyl-2-(5-methylpyridin-2-yl)quinoline (0.10 g, 0.33 mmol) and Pd2dba3 (0.012 g, 0.013 mmol) in toluene (3.28 mL) was added sodium t-butoxide (0.079 g, 0.820 mmol). The reaction mixture was heated to 120° C. and stirring continued for 7 h. The reaction was then cooled to rt and diluted with water (15 mL). The mix... Starting materials: CC(C)(C)OC(=O)CON, C[O-], CO, O=C(O)C(=O)c1ccc(O)c(Cl)c1, [Na+]. Yields the product CC(C)(C)OC(=O)CON=C(C(=O)O)c1ccc(O)c(Cl)c1. Reaction SMILES: [C:14]([CH3:15])([CH3:16])([CH3:17])[O:18][C:19](=[O:20])[CH2:21][O:22][NH2:23].[CH3:24][O-:25].[CH3:27][OH:28].[Cl:1][c:2]1[cH:3][c:4]([C:9]([C:10](=[O:11])[OH:12])=[O:13])[cH:5][cH:6][c:7]1[OH:8].[Na+:26]>>[Cl:1][c:2]1[cH:3][c:4]([C:9]([C:10](=[O:11])[OH:12])=[N:23][O:22][CH2:21][C:19]([O:18][C:14]([CH3:15])([CH3:16])[CH3:17])=[O:20])[cH:5][cH:6][c:7]1[OH:8]. The solvent is O (Water). Reactants: C(=O)O (formic acid), CC1=NC(=NC=C1C#N)NCCCC1CCN(CC1)C (4-methyl-2-(3-(1-methylpiperidin-4-yl)propylamino)pyrimidine-5-carbonitrile). Reported procedure: A vessel at room temperature was charged with formic acid (800 mL) and 4-methyl-2-(3-(1-methylpiperidin-4-yl)propylamino)pyrimidine-5-carbonitrile (100 g) and the resulting mixture stirred to yield a clear solution, then cooled to 10-15° C. Water (200 mL) was added and the resulting mixture cooled to −2 to 0° C. To the resulting mixture was then added RANEY® nickel (160 g) maintaining the temperature at −2 to 0° C. and then stirred at this temperature for 2-3 hours. The resulting mixture was the... Reaction SMILES: [CH:1]([OH:3])=O.[CH3:4][C:5]1[C:10](C#N)=[CH:9][N:8]=[C:7]([NH:13][CH2:14][CH2:15][CH2:16][CH:17]2[CH2:22][CH2:21][N:20]([CH3:23])[CH2:19][CH2:18]2)[N:6]=1>[Ni].O>[CH3:4][C:5]1[C:10]([CH:1]=[O:3])=[CH:9][N:8]=[C:7]([NH:13][CH2:14][CH2:15][CH2:16][CH:17]2[CH2:18][CH2:19][N:20]([CH3:23])[CH2:21][CH2:22]2)[N:6]=1. Product: CC1=NC(=NC=C1C=O)NCCCC1CCN(CC1)C (4-Methyl-2-[3-(1-methyl-piperidin-4-yl)-propylamino]-pyrimidine-5-carbaldehyde). The reagents and catalysts are [Ni] (RANEY® nickel). Reaction conditions: temperature 12.5 celsius, time 1 hour.